This data is from the Open Reaction Database (ORD), a public repository of structured organic reaction records. The task is: describe an organic reaction: reactants, conditions, products, and yield The solvent is ClCCl (dichloromethane), C(C)(C)N(CC)C(C)C (diisopropylethylamine). As a reaction SMILES: Cl.[NH:2]1[CH2:7][CH2:6][CH:5]([C:8]2[S:9][CH:10]=[C:11]([C:13]3[CH2:17][CH:16]([C:18]4[CH:25]=[CH:24][CH:23]=[CH:22][C:19]=4[CH:20]=[O:21])[O:15][N:14]=3)[N:12]=2)[CH2:4][CH2:3]1.[Cl:26][C:27]1[CH:32]=[CH:31][C:30]([CH3:33])=[C:29]([N:34]=[C:35]=[O:36])[CH:28]=1.O>ClCCl.C(N(C(C)C)CC)(C)C.N12CCCN=C1CCCCC2>[Cl:26][C:27]1[CH:32]=[CH:31][C:30]([CH3:33])=[C:29]([NH:34][C:35]([N:2]2[CH2:3][CH2:4][CH:5]([C:8]3[S:9][CH:10]=[C:11]([C:13]4[CH2:17][CH:16]([C:18]5[CH:25]=[CH:24][CH:23]=[CH:22][C:19]=5[CH:20]=[O:21])[O:15][N:14]=4)[N:12]=3)[CH2:6][CH2:7]2)=[O:36])[CH:28]=1 |f:0.1|. The reactants are ClC1=CC(=C(C=C1)C)N=C=O (4-chloro-2-isocyanato-1-methylbenzene), Cl.N1CCC(CC1)C=1SC=C(N1)C1=NOC(C1)C1=C(C=O)C=CC=C1 (2-{3-[2-(piperidin-4-yl)-1,3-thiazol-4-yl]-4,5-dihydro-1,2-oxazol-5-yl}benzaldehyde hydrochloride), O (water). Product: ClC=1C=CC(=C(C1)NC(=O)N1CCC(CC1)C=1SC=C(N1)C1=NOC(C1)C1=C(C=CC=C1)C=O)C (N-(5-Chloro-2-methylphenyl)-4-{4-[5-(2-formylphenyl)-4,5-dihydro-1,2-oxazol-3-yl]-1,3-thiazol-2-yl}piperidine-1-carboxamide). The reagents and catalysts are N12CCCCCC2=NCCC1 (1,8-diazabicyclo[5.4.0]undec-7-ene). Reaction conditions: time 8 hour. Procedure: To a suspension of 2-{3-[2-(piperidin-4-yl)-1,3-thiazol-4-yl]-4,5-dihydro-1,2-oxazol-5-yl}benzaldehyde hydrochloride (1.43 g) in dichloromethane (30 ml) and diisopropylethylamine (0.73 ml) were added, at room temperature, 4-chloro-2-isocyanato-1-methylbenzene (700 mg) and one drop of 1,8-diazabicyclo[5.4.0]undec-7-ene (DBU). The mixture was stirred at room temperature overnight, and water was then added. The aqueous phase was removed and extracted with ethyl acetate. The combined organic phases ... Reaction conditions: temperature 140 celsius. Product: N[C@@]1([C@@H]2[C@H]([C@@H]2[C@@H]([C@H]1CSC1=CC=C(C=C1)C)O)C(=O)O)C(=O)O ((1S,2R,3S,4S,5R,6R)-2-Amino-4-hydroxy-3-{[(4-methylphenyl)sulfanyl]methyl}bicyclo[3.1.0]hexane-2,6-dicarboxylic acid). Yield: 89.6%. Reaction SMILES: C(OC([NH:8][C@@:9]1([C:32]([O:34]C(C)(C)C)=[O:33])[C@H:14]([CH2:15][S:16][C:17]2[CH:22]=[CH:21][C:20]([CH3:23])=[CH:19][CH:18]=2)[C@@H:13]([OH:24])[C@@H:12]2[C@H:10]1[C@H:11]2[C:25]([O:27]C(C)(C)C)=[O:26])=O)(C)(C)C.O.C(O)(=O)C>>[NH2:8][C@@:9]1([C:32]([OH:34])=[O:33])[C@H:14]([CH2:15][S:16][C:17]2[CH:18]=[CH:19][C:20]([CH3:23])=[CH:21][CH:22]=2)[C@@H:13]([OH:24])[C@@H:12]2[C@H:10]1[C@H:11]2[C:25]([OH:27])=[O:26]. The reactants are C(C)(C)(C)OC(=O)N[C@@]1([C@@H]2[C@H]([C@@H]2[C@@H]([C@H]1CSC1=CC=C(C=C1)C)O)C(=O)OC(C)(C)C)C(=O)OC(C)(C)C (Di-tert-butyl (1S,2R,3S,4S,5R,6R)-2-(tert-butoxycarbonylamino)-4-hydroxy-3-(p-tolylsulfanylmethyl)bicyclo[3.1.0]hexane-2,6-dicarboxylate), O (water), C(C)(=O)O (acetic acid). Procedure: Di-tert-butyl (1S,2R,3S,4S,5R,6R)-2-(tert-butoxycarbonylamino)-4-hydroxy-3-(p-tolylsulfanylmethyl)bicyclo[3.1.0]hexane-2,6-dicarboxylate (300 mg, 545.73 μmol) is placed in a microwave vial. To the vial is added water (2 mL, 110 mmol), and acetic acid (2 mL, 34.9 mmol). The mixture is heated in the microwave to 140° C. for 20 minutes. The solvent is removed under reduced pressure to give the title compound (165 mg, 489.04 μmol, 89.6%). MS (m/z): 338.0 (M+H).